Dataset: the Open Reaction Database (ORD), a public repository of structured organic reaction records. Task: describe an organic reaction: reactants, conditions, products, and yield The reactants are CN1CCCC1=O, COC(=O)c1sc(C)cc1Br, CCOC(C)=O, N#C[Cu]C#N. Product: COC(=O)c1sc(C)cc1C#N. As a reaction SMILES: [CH3:17][N:18]1[CH2:19][CH2:20][CH2:21][C:22]1=[O:23].[CH3:1][O:2][C:3](=[O:4])[c:5]1[s:6][c:7]([CH3:11])[cH:8][c:9]1[Br:10].[CH3:24][CH2:25][O:26][C:27]([CH3:28])=[O:29].[Cu:12]([C:13]#[N:14])[C:15]#[N:16]>>[CH3:1][O:2][C:3](=[O:4])[c:5]1[s:6][c:7]([CH3:11])[cH:8][c:9]1[C:13]#[N:14].